From a dataset of the Open Reaction Database (ORD), a public repository of structured organic reaction records. describe an organic reaction: reactants, conditions, products, and yield Reactants: BrC=1C=C(SC1C)C(=O)O (4-Bromo-5-methylthiophene-2-carboxylic acid), C(C)(C)N(CC)C(C)C (diisopropylethylamine), C1(CC1)N (cyclopropylamine). Run in S(=O)(Cl)Cl (thionyl chloride), O1CCOCC1 (dioxane), C(C)(=O)OCC (ethyl acetate). Reaction conditions: temperature 70 celsius, time 2 hour. Product: BrC=1C=C(SC1C)C(=O)NC1CC1 (4-Bromo-N-cyclopropyl-5-methylthiophene-2-carboxamide). Reaction SMILES: [Br:1][C:2]1[CH:3]=[C:4]([C:8]([OH:10])=O)[S:5][C:6]=1[CH3:7].C([N:14]([CH:17]([CH3:19])[CH3:18])CC)(C)C.C1(N)CC1>S(Cl)(Cl)=O.O1CCOCC1.C(OCC)(=O)C>[Br:1][C:2]1[CH:3]=[C:4]([C:8]([NH:14][CH:17]2[CH2:19][CH2:18]2)=[O:10])[S:5][C:6]=1[CH3:7]. Procedure details: 4-Bromo-5-methylthiophene-2-carboxylic acid (1.05 g, 4.75 mmol) was suspended in thionyl chloride (4.75 mL) and heated to 70° C. for 1.5 h. The mixture was concentrated and dried azeotropically with toluene. The reaction mixture was dissolved in dioxane (11.9 mL) to which diisopropylethylamine (4.14 mL, 23.7 mmol) and cyclopropylamine (1.36 mL, 23.7 mmol) were added and stirred at RT for 2 h. The reaction mixture was diluted with 50 mL ethyl acetate, partitioned with sodium bicarbonate (saturate... Starting materials: CC(=O)O (AcOH), FC1=C(C=O)C=CC(=C1)\C=C\B1OC(C(O1)(C)C)(C)C ((E)-2-fluoro-4-(2-(4,4,5,5-tetramethyl-1,3,2-dioxaborolan-2-yl)vinyl)benzaldehyde), N1CCOCC1 (morpholine), [BH-](OC(=O)C)(OC(=O)C)OC(=O)C.[Na+] (NaBH(OAc)3). The solvent is ClCCCl (DCE). Reaction conditions: time 2 hour. The product is FC1=C(CN2CCOCC2)C=CC(=C1)\C=C\B1OC(C(O1)(C)C)(C)C ((E)-4-(2-fluoro-4-(2-(4,4,5,5-tetramethyl-1,3,2-dioxaborolan-2-yl)vinyl)benzyl)morpholine). The yield is 94.0%. As a reaction SMILES: [F:1][C:2]1[CH:9]=[C:8](/[CH:10]=[CH:11]/[B:12]2[O:16][C:15]([CH3:18])([CH3:17])[C:14]([CH3:20])([CH3:19])[O:13]2)[CH:7]=[CH:6][C:3]=1[CH:4]=O.[NH:21]1[CH2:26][CH2:25][O:24][CH2:23][CH2:22]1.[BH-](OC(C)=O)(OC(C)=O)OC(C)=O.[Na+].CC(O)=O>ClCCCl>[F:1][C:2]1[CH:9]=[C:8](/[CH:10]=[CH:11]/[B:12]2[O:16][C:15]([CH3:18])([CH3:17])[C:14]([CH3:20])([CH3:19])[O:13]2)[CH:7]=[CH:6][C:3]=1[CH2:4][N:21]1[CH2:26][CH2:25][O:24][CH2:23][CH2:22]1 |f:2.3|. Procedure details: To a mixture of (E)-2-fluoro-4-(2-(4,4,5,5-tetramethyl-1,3,2-dioxaborolan-2-yl)vinyl)benzaldehyde (0.61 g, 2.2 mmol) and morpholine (0.3 mL) in DCE (20 mL) was added NaBH(OAc)3 (636 mg, 3 mmol), followed by AcOH (0.5 mL). The resulting mixture was stirred for 2 h at rt. The reaction was quenched with sat. NaHCO3 (10 mL), H2O (10 mL), and extracted with EtOAc (2×30 mL). The solvents were removed in vacuo to afford the title compound as a white solid (0.72 g, 94%). 1H NMR (400 MHz, CDCl3) δ 7.20-7... Starting materials: C(C#C)Br (propargyl bromide), C(C#C)Br (propargyl bromide), N1C(=CC=C1)C(=O)OC (methyl 1H-pyrrole-2-carboxylate), [H-].[Na+] (sodium hydride), O (water). Run in O1CCCC1 (tetrahydrofuran), O1CCCC1 (tetrahydrofuran). Run at temperature 20 celsius, time 1 hour. The product is C(C#C)N1C(=CC=C1)C(=O)OC (methyl 1-(2-propynyl)-1H-pyrrol-2-carboxylate). As a reaction SMILES: [NH:1]1[CH:5]=[CH:4][CH:3]=[C:2]1[C:6]([O:8][CH3:9])=[O:7].[H-].[Na+].[CH2:12](Br)[C:13]#[CH:14].O>O1CCCC1>[CH2:14]([N:1]1[CH:5]=[CH:4][CH:3]=[C:2]1[C:6]([O:8][CH3:9])=[O:7])[C:13]#[CH:12] |f:1.2|. Procedure: 3.302 g of methyl 1H-pyrrole-2-carboxylate were dissolved in 40 ml of tetrahydrofuran and then, at 0° C., 1.422 g of sodium hydride in suspension at 50% in vaseline oil were added. The mixture stirred for 1 hour at 20° C. and a solution of 2 ml of propargyl bromide in 10 ml of tetrahydrofuran was introduced dropwise. The mixture was stirred for 1 hour at 50° C. and after having added 5 ml of propargyl bromide, the reaction mixture was poured into water. The mixture was extracted with methylene c... The reactants are CC(C)(C)OC(=O)N1CC(O)CC1C(=O)O, CC(C)=O, O=[Cr](=O)(O)O, O=[Cr](=O)=O, O, O=S(=O)(O)O. Yields the product CC(C)(C)OC(=O)N1CC(=O)CC1C(=O)O, O=[Cr](=O)(O)O. As a reaction SMILES: [C:1]([CH3:2])([CH3:3])([CH3:4])[O:5][C:6](=[O:7])[N:8]1[CH:9]([C:14](=[O:15])[OH:16])[CH2:10][CH:11]([OH:13])[CH2:12]1.[CH3:31][C:32](=[O:33])[CH3:34].[Cr:26](=[O:27])(=[O:28])([OH:29])[OH:30].[O:17]=[Cr:18](=[O:19])=[O:20].[OH2:35].[S:21](=[O:22])(=[O:23])([OH:24])[OH:25]>>[C:1]([CH3:2])([CH3:3])([CH3:4])[O:5][C:6](=[O:7])[N:8]1[CH:9]([C:14](=[O:15])[OH:16])[CH2:10][C:11](=[O:13])[CH2:12]1.[Cr:26](=[O:27])(=[O:28])([OH:29])[OH:30]. Reactants: C(C)(=O)OCC (Ethyl acetate), N1(C=NC=C1)C=1C=CC(=C(C1)CN(C(=O)NC1=C(C=CC=C1C)OCCCN1CCN(CC1)C1=CC=CC=C1)CCCCC)OC (N-{5-(1-imidazolyl)-2-methoxyphenyl}methyl-N-(1-pentyl)-N'-[2-{3-(4-phenyl-1-piperazinyl)propoxy}-6-methylphenyl]urea), Cl (HCl), C(C)(=O)OCC (ethyl acetate). The solvent is CCOCC (ether). Run at time 1 hour. The product is Cl.Cl.Cl.N1(C=NC=C1)C=1C=CC(=C(C1)CN(C(=O)NC1=C(C=CC=C1C)OCCCN1CCN(CC1)C1=CC=CC=C1)CCCCC)OC (N-{5-(1-imidazolyl)-2-methoxyphenyl}methyl-N-(1-pentyl)-N'-[2-{3-(4-phenyl-1-piperazinyl)propoxy}-6-methyphenyl]urea trihydrochloride). Reaction SMILES: C(OCC)(=O)C.[N:7]1([C:12]2[CH:13]=[CH:14][C:15]([O:51][CH3:52])=[C:16]([CH2:18][N:19]([CH2:46][CH2:47][CH2:48][CH2:49][CH3:50])[C:20]([NH:22][C:23]3[C:28]([CH3:29])=[CH:27][CH:26]=[CH:25][C:24]=3[O:30][CH2:31][CH2:32][CH2:33][N:34]3[CH2:39][CH2:38][N:37]([C:40]4[CH:45]=[CH:44][CH:43]=[CH:42][CH:41]=4)[CH2:36][CH2:35]3)=[O:21])[CH:17]=2)[CH:11]=[CH:10][N:9]=[CH:8]1.[ClH:53]>CCOCC>[ClH:53].[ClH:53].[ClH:53].[N:7]1([C:12]2[CH:13]=[CH:14][C:15]([O:51][CH3:52])=[C:16]([CH2:18][N:19]([CH2:46][CH2:47][CH2:48][CH2:49][CH3:50])[C:20]([NH:22][C:23]3[C:28]([CH3:29])=[CH:27][CH:26]=[CH:25][C:24]=3[O:30][CH2:31][CH2:32][CH2:33][N:34]3[CH2:35][CH2:36][N:37]([C:40]4[CH:45]=[CH:44][CH:43]=[CH:42][CH:41]=4)[CH2:38][CH2:39]3)=[O:21])[CH:17]=2)[CH:11]=[CH:10][N:9]=[CH:8]1 |f:4.5.6.7|. Reported procedure: Ethyl acetate (175 ml) was added to N-{5-(1-imidazolyl)-2-methoxyphenyl}methyl-N-(1-pentyl)-N'-[2-{3-(4-phenyl-1-piperazinyl)propoxy}-6-methylphenyl]urea (11.7 g, 0.0187 mol). The mixture was added dropwise with 4N HCl solution in ethyl acetate (16 ml, 0.064 mol) at room temperature with stirring. After stirred for 1 hour at room temperature, the mixture was added with ether (100 ml), and stirring was continued for 1 hour at room temperature. The precipitated amorphous crystals were collected by...